Task: describe an organic reaction: reactants, conditions, products, and yield. Dataset: the Open Reaction Database (ORD), a public repository of structured organic reaction records Starting materials: C[C@H]1C=CC(O1)=O ((S)-5-methyl-2(5H)-furanone), C=1OC=C2CCCCC12 (4,5,6,7-tetrahydroisobenzofuran), C(Cl)Cl (methylene chloride). Solvent: CCOCC (ether), Cl(=O)(=O)(=O)[O-].[Li+] (lithium perchlorate). Run at time 168 hour. Yields the product O1[C@@H]2C=3CCCCC3[C@H]1[C@@H]1C(O[C@H]([C@H]12)C)=O ((3S, 3aS, 4S, 9R, 9aR)-4,9-epoxy-3-methyl-3a,4,5,6,7,8,9,9a-octahydronaphtho[2,3-c]furan-1(3H)-one). Isolated yield 58.2%. RXN SMILES: [CH3:1][C@@H:2]1[O:6][C:5](=[O:7])[CH:4]=[CH:3]1.[CH:8]1[O:9][CH:10]=[C:11]2[C:16]=1[CH2:15][CH2:14][CH2:13][CH2:12]2.C(Cl)Cl>CCOCC.Cl([O-])(=O)(=O)=O.[Li+]>[O:9]1[C@@H:10]2[C@H:4]3[C@H:3]([C@H:8]1[C:16]1[CH2:15][CH2:14][CH2:13][CH2:12][C:11]=12)[C@H:2]([CH3:1])[O:6][C:5]3=[O:7] |f:4.5|. Procedure details: To 224.0 mg(2.28 mmol) of (S)-5-methyl-2(5H)-furanone were added 557.9 mg(1.5 equivalents) of 4,5,6,7-tetrahydroisobenzofuran in 2 ml of dehydrated ether solution and 1.06 g of lithium perchlorate, and, after flushing with argon, the mixture was stirred for 168 hours at room temperature. The reaction mixture was poured into 20 ml of water, which was extracted with methylene chloride(10 ml×3). The organic layer was dried over anhydrous magnesium sulfate, filtered and solvent was distilled off und... Reactants: Cl (HCl), CC1(NC(CCC1)(C)C)C (2,2,6,6-Tetramethylpiperidine), C(CCC)[Li] (n-butyllithium), BrC1=NC=C(C(=O)O)C=C1 (6-bromonicotinic acid), NN (hydrazine). The solvent is C1CCOC1 (THF), CN(C)C=O (DMF), C1CCOC1 (THF). Run at temperature 0 celsius, time 10 minute. The product is BrC1=CC2=C(C(NN=C2)=O)C=N1 (7-Bromo-3H-pyrido[3,4-d]pyridazin-4-one). Isolated yield 12.0%. As a reaction SMILES: CC1(C)CCC[C:4](C)(C)[NH:3]1.C([Li])CCC.[Br:16][C:17]1[CH:25]=[CH:24][C:20]([C:21]([OH:23])=O)=[CH:19][N:18]=1.Cl.[NH2:27]N>C1COCC1.CN(C=O)C>[Br:16][C:17]1[N:18]=[CH:19][C:20]2[C:21](=[O:23])[NH:27][N:3]=[CH:4][C:24]=2[CH:25]=1. Procedure: 2,2,6,6-Tetramethylpiperidine (9.58 mL, 56.4 mmol) was dissolved in dry THF (100 mL), and cooled to 0° C., whilst n-butyllithium (1.6M in hexanes, 35.2 mL, 56.43 mmol) was added over 15 min. The resulting solution was cooled to −78° C., and 6-bromonicotinic acid (3.8 g, 18.8 mmol.) was added as a solid in four equal portions, with stirring over 10 min. Stirring was continued at this temperature for 1.5 h, and the resulting deep-red solution was treated with dry DMF (10 mL) and allowed to warm to... Starting materials: CCC(C)(C)N=C=S, CCc1cc(C#N)ccc1N, CCOCC, Cl, [H-], [Na+], CN(C)C=O, O. Yields the product CCc1cc(C#N)ccc1NC(=S)NC(C)(C)CC. As a reaction SMILES: [C:14]([CH3:15])([CH3:16])([CH2:17][CH3:18])[N:19]=[C:20]=[S:21].[CH2:1]([CH3:2])[c:3]1[cH:4][c:5]([C:6]#[N:7])[cH:8][cH:9][c:10]1[NH2:11].[CH3:22][CH2:23][O:24][CH2:25][CH3:26].[ClH:32].[H-:12].[Na+:13].[O:27]=[CH:28][N:29]([CH3:30])[CH3:31].[OH2:33]>>[CH2:1]([CH3:2])[c:3]1[cH:4][c:5]([C:6]#[N:7])[cH:8][cH:9][c:10]1[NH:11][C:20]([NH:19][C:14]([CH3:15])([CH3:16])[CH2:17][CH3:18])=[S:21]. Starting materials: C1CCOC1, CCO, [Cl-], COC(=O)c1ccc(Sc2ccc(NC(=O)OCC(Cl)(Cl)Cl)c(F)c2)c([N+](=O)[O-])c1, [NH4+], O. The product is COC(=O)c1ccc(Sc2ccc(NC(=O)OCC(Cl)(Cl)Cl)c(F)c2)c(N)c1. As a reaction SMILES: [CH2:33]1[O:34][CH2:35][CH2:36][CH2:37]1.[CH3:39][CH2:40][OH:41].[Cl-:31].[F:1][c:2]1[cH:3][c:4]([S:17][c:18]2[c:19]([N+:28]([O-:29])=[O:30])[cH:20][c:21]([C:22](=[O:23])[O:24][CH3:25])[cH:26][cH:27]2)[cH:5][cH:6][c:7]1[NH:8][C:9](=[O:10])[O:11][CH2:12][C:13]([Cl:14])([Cl:15])[Cl:16].[NH4+:32].[OH2:38]>>[F:1][c:2]1[cH:3][c:4]([S:17][c:18]2[c:19]([NH2:28])[cH:20][c:21]([C:22](=[O:23])[O:24][CH3:25])[cH:26][cH:27]2)[cH:5][cH:6][c:7]1[NH:8][C:9](=[O:10])[O:11][CH2:12][C:13]([Cl:14])([Cl:15])[Cl:16]. As a reaction SMILES: [C:32]([O:33][BH-:34]([O:35][C:36](=[O:37])[CH3:38])[O:39][C:40](=[O:41])[CH3:42])(=[O:43])[CH3:44].[CH2:1]([CH2:2][CH2:3][CH3:4])[c:5]1[cH:6][cH:7][c:8]([C:11]#[C:12][c:13]2[cH:14][cH:15][c:16]([CH:17]=[O:18])[cH:19][cH:20]2)[cH:9][cH:10]1.[CH2:21]([CH2:22][CH2:23][CH2:24][CH2:25][CH3:26])[NH2:27].[CH3:28][C:29](=[O:30])[OH:31].[Cl:46][CH2:47][Cl:48].[Na+:45]>>[CH2:1]([CH2:2][CH2:3][CH3:4])[c:5]1[cH:6][cH:7][c:8]([C:11]#[C:12][c:13]2[cH:14][cH:15][c:16]([CH2:17][NH:27][CH2:21][CH2:22][CH2:23][CH2:24][CH2:25][CH3:26])[cH:19][cH:20]2)[cH:9][cH:10]1. Product: CCCCCCNCc1ccc(C#Cc2ccc(CCCC)cc2)cc1. The reactants are CC(=O)O[BH-](OC(C)=O)OC(C)=O, CCCCc1ccc(C#Cc2ccc(C=O)cc2)cc1, CCCCCCN, CC(=O)O, ClCCl, [Na+]. Isolated yield 189.4%. Procedure details: A solution of (2S,4S,5S)-N-butyl-6-cyclohexyl-4-hydroxy-2-isopropyl-5-[3-(1-triphenylmethylimidazol-4-yl)-(2RS)-2-(8-propyl-6-(3-pyridyl)-1,2,4-triazolo[4,3-a]pyrazin-3-yl)propionamido]hexanamide (A) (187 mg) in trifluoroacetic acid (8 ml) and water (2 ml) was stirred for 75 minutes. Volatile material was removed by evaporation and saturated sodium hydrogen carbonate solution (10 ml) added to the residue. The mixture was extracted with chloroform (2×20 ml) and the combined extracts were washed s... RXN SMILES: C([NH:5][C:6](=[O:69])[C@H:7]([CH:66]([CH3:68])[CH3:67])[CH2:8][C@H:9](O)[C@@H:10](NC(=O)C(C1N2C=C(C3C=NC=CC=3)N=C(CCC)C2=NN=1)CC1N=CN(C(C2C=CC=CC=2)(C2C=CC=CC=2)C2C=CC=CC=2)C=1)[CH2:11]C1CCCCC1)CCC>FC(F)(F)C(O)=O.O>[CH:66]([CH:7]([CH2:8][CH2:9][CH2:10][CH3:11])[C:6]([NH2:5])=[O:69])([CH3:68])[CH3:67]. Solvent: FC(C(=O)O)(F)F (trifluoroacetic acid), O (water). Yields the product C(C)(C)C(C(=O)N)CCCC (2-isopropylhexanamide). Reactants: C(CCC)NC([C@@H](C[C@@H]([C@H](CC1CCCCC1)NC(C(CC=1N=CN(C1)C(C1=CC=CC=C1)(C1=CC=CC=C1)C1=CC=CC=C1)C1=NN=C2N1C=C(N=C2CCC)C=2C=NC=CC2)=O)O)C(C)C)=O ((2S,4S,5S)-N-butyl-6-cyclohexyl-4-hydroxy-2-isopropyl-5-[3-(1-triphenylmethylimidazol-4-yl)-(2RS)-2-(8-propyl-6-(3-pyridyl)-1,2,4-triazolo[4,3-a]pyrazin-3-yl)propionamido]hexanamide). The reactants are ClCCl, COCC(O)COc1ccc(F)cc1, O=[Cr](=O)([O-])Cl, c1ccncc1, c1cc[nH+]cc1. The product is COCC(=O)COc1ccc(F)cc1. As a reaction SMILES: [Cl:32][CH2:33][Cl:34].[F:1][c:2]1[cH:3][cH:4][c:5]([O:6][CH2:7][CH:8]([CH2:9][O:10][CH3:11])[OH:12])[cH:13][cH:14]1.[O:15]=[Cr:16]([Cl:17])([O-:18])=[O:19].[cH:26]1[cH:27][cH:28][n:29][cH:30][cH:31]1.[nH+:20]1[cH:21][cH:22][cH:23][cH:24][cH:25]1>>[F:1][c:2]1[cH:3][cH:4][c:5]([O:6][CH2:7][C:8]([CH2:9][O:10][CH3:11])=[O:12])[cH:13][cH:14]1.